This data is from the Open Reaction Database (ORD), a public repository of structured organic reaction records. The task is: describe an organic reaction: reactants, conditions, products, and yield Reactants: ClCC(=O)NC1=CC2=C(NC(O2)=O)C=C1 (2-chloro-N-(2-oxo-2,3-dihydro-benzoxazol-6-yl)-acetamide), C(C1=CC=CC=C1)C1CCNCC1 (4-benzyl-piperidine). Run in O (water). Product: C(C1=CC=CC=C1)C1CCN(CC1)CC(=O)NC1=CC2=C(NC(O2)=O)C=C1 (2-(4-Benzyl-piperidin-1-yl)-N-(2-oxo-2,3-dihydro-benzoxazol-6-yl)-acetamide). RXN SMILES: Cl[CH2:2][C:3]([NH:5][C:6]1[CH:15]=[CH:14][C:9]2[NH:10][C:11](=[O:13])[O:12][C:8]=2[CH:7]=1)=[O:4].[CH2:16]([CH:23]1[CH2:28][CH2:27][NH:26][CH2:25][CH2:24]1)[C:17]1[CH:22]=[CH:21][CH:20]=[CH:19][CH:18]=1>O>[CH2:16]([CH:23]1[CH2:28][CH2:27][N:26]([CH2:2][C:3]([NH:5][C:6]2[CH:15]=[CH:14][C:9]3[NH:10][C:11](=[O:13])[O:12][C:8]=3[CH:7]=2)=[O:4])[CH2:25][CH2:24]1)[C:17]1[CH:22]=[CH:21][CH:20]=[CH:19][CH:18]=1. Procedure details: The title compound is prepared from 2-chloro-N-(2-oxo-2,3-dihydro-benzoxazol-6-yl)-acetamide (Example 142a) and 4-benzyl-piperidine according to the method described in Example 142b. Melting Point: 210-212° C. (water) The reactants are [BH4-].[Na+] (NaBH4), BrC1=C(C=O)C=CC=C1OCC1=CC=C(C=C1)OC (2-bromo-3-(4-methoxy-benzyloxy)-benzaldehyde), CCO (EtOH). Reaction conditions: temperature 0 celsius, time 1.5 hour. The product is BrC1=C(C=CC=C1OCC1=CC=C(C=C1)OCC)CO ([2-Bromo-3-(4-ethoxy-benzyloxy)-phenyl]-methanol). As a reaction SMILES: [BH4-].[Na+].[Br:3][C:4]1[C:11]([O:12][CH2:13][C:14]2[CH:19]=[CH:18][C:17]([O:20][CH3:21])=[CH:16][CH:15]=2)=[CH:10][CH:9]=[CH:8][C:5]=1[CH:6]=[O:7].[CH3:22]CO>>[Br:3][C:4]1[C:11]([O:12][CH2:13][C:14]2[CH:15]=[CH:16][C:17]([O:20][CH2:21][CH3:22])=[CH:18][CH:19]=2)=[CH:10][CH:9]=[CH:8][C:5]=1[CH2:6][OH:7] |f:0.1|. Reported procedure: NaBH4 (0.38 g, 10 mmol) was added to a solution of 2-bromo-3-(4-methoxy-benzyloxy)-benzaldehyde (1.59 g, 4.95 mmol) in EtOH (15 mL) at 0° C. (bath temp). The mixture was stirred at 0° C. (bath temp) for 1.5 h and then concentrated in vacuo. H2O (10 mL) was added and the aqueous layer was extracted with EtOAc (2×50 mL). The organic fractions were washed with brine (20 mL), dried (Na2SO4), and concentrated in vacuo to give the title compound as white solid: yield 1.50 g (94%). Reactants: NC=1SC(=CC1C(=O)N)C (2-Amino-5-methylthiophene-3-carboxamide), intermediate, ClC(Cl)(OC(OC(Cl)(Cl)Cl)=O)Cl (triphosgene). Run in O (water), C1CCOC1 (THF). The product is CC1=CC2=C(NC(NC2=O)=O)S1 (6-Methylthieno[2,3-d]pyrimidine-2,4(1H,3H)-dione). Reaction SMILES: [NH2:1][C:2]1[S:3][C:4]([CH3:10])=[CH:5][C:6]=1[C:7]([NH2:9])=[O:8].Cl[C:12](Cl)([O:14]C(=O)OC(Cl)(Cl)Cl)Cl>C1COCC1.O>[CH3:10][C:4]1[S:3][C:2]2[NH:1][C:12](=[O:14])[NH:9][C:7](=[O:8])[C:6]=2[CH:5]=1. Procedure details: To a stirred solution of Step 2 intermediate (16.5 g, 94.82 mmol) in dry THF (316 ml) was added triphosgene (14.07 g, 47.41 mmol) and the mixture was refluxed for overnight under nitrogen atmosphere. The mixture was cooled to room temperature and diluted with water (200 ml) under stirring. The solid precipitated out was collected by filtration and dried to give 13.8 g of the desired product; 1H NMR (300 MHz, DMSO-d6) δ 2.36 (s, 3H), 6.82 (s, 1H), 11.07 (br. s, 1H), 11.79 (br. s, 1H).